From a dataset of the Open Reaction Database (ORD), a public repository of structured organic reaction records. describe an organic reaction: reactants, conditions, products, and yield Reactants: CC(=O)OCC(=O)COC(C)=O, [Li]CCCC, CCOCC, CCCCCC, Cl, Fc1ccc(Br)c(F)c1. Product: CC(=O)OCC(O)(COC(C)=O)c1ccc(F)cc1F. RXN SMILES: [C:15]([CH3:16])(=[O:17])[O:18][CH2:19][C:20](=[O:21])[CH2:22][O:23][C:24]([CH3:25])=[O:26].[CH2:10]([Li:11])[CH2:12][CH2:13][CH3:14].[CH3:28][CH2:29][O:30][CH2:31][CH3:32].[CH3:33][CH2:34][CH2:35][CH2:36][CH2:37][CH3:38].[ClH:27].[F:1][c:2]1[c:3]([Br:9])[cH:4][cH:5][c:6]([F:8])[cH:7]1>>[F:1][c:2]1[c:3]([C:20]([CH2:19][O:18][C:15]([CH3:16])=[O:17])([OH:21])[CH2:22][O:23][C:24]([CH3:25])=[O:26])[cH:4][cH:5][c:6]([F:8])[cH:7]1.